This data is from the Open Reaction Database (ORD), a public repository of structured organic reaction records. The task is: describe an organic reaction: reactants, conditions, products, and yield Reactants: ClC1=CC=C(C(=O)C2=C(C=C(N2C)C(C(=O)OCC)C2=C(C=C(C=C2F)C#N)F)C)C=C1 (ethyl 2-[5-(4-chlorobenzoyl)-1,4-dimethylpyrrol-2-yl]-2-(2,6-difluoro-4-cyanophenyl)acetate), O.[OH-].[Li+] (lithium hydroxide monohydrate), COC(C)O (methoxyethanol), ice water. Solvent: Cl (HCl). Run at time 24 hour. The product is ClC1=CC=C(C(=O)C2=C(C=C(N2C)CC2=CC=C(C(=O)O)C=C2)C)C=C1 (4-[5-(4-chlorobenzoyl)-1,4-dimethyl-1H-pyrrol-2-ylmethyl]benzoic acid). As a reaction SMILES: [Cl:1][C:2]1[CH:32]=[CH:31][C:5]([C:6]([C:8]2[N:12]([CH3:13])[C:11]([CH:14]([C:20]3[C:25](F)=[CH:24][C:23](C#N)=[CH:22][C:21]=3F)C(OCC)=O)=[CH:10][C:9]=2[CH3:30])=[O:7])=[CH:4][CH:3]=1.O.[OH-].[Li+].C[O:37][CH:38]([OH:40])C>Cl>[Cl:1][C:2]1[CH:3]=[CH:4][C:5]([C:6]([C:8]2[N:12]([CH3:13])[C:11]([CH2:14][C:20]3[CH:25]=[CH:24][C:23]([C:38]([OH:40])=[O:37])=[CH:22][CH:21]=3)=[CH:10][C:9]=2[CH3:30])=[O:7])=[CH:31][CH:32]=1 |f:1.2.3|. Procedure details: To a slurry of ethyl 2-[5-(4-chlorobenzoyl)-1,4-dimethylpyrrol-2-yl]-2-(2,6-difluoro-4-cyanophenyl)acetate (0.05 g, 0.11 mmol) [prepared as described in Example 9, Step (a)] in methoxyethanol (4 ml) was added an aqueous solution of lithium hydroxide monohydrate (0.02 g in 0.5 ml H2O), and the reaction mixture was heated at reflux under an argon atmosphere. After 24 hr, the reaction mixture was cooled to room temperature and poured into a mixture of ice/water (40 ml) containing IN HCl (1 ml). The... Reactants: CCOC(=O)OCC, CO, C[O-], [Na+], O=c1[nH]c(-c2ccccc2C(F)(F)F)cc2ccc(NCC(O)CO)cc12. Product: O=C1OC(CO)CN1c1ccc2cc(-c3ccccc3C(F)(F)F)[nH]c(=O)c2c1. As a reaction SMILES: [C:33](=[O:34])([O:35][CH2:36][CH3:37])[O:38][CH2:39][CH3:40].[CH3:28][OH:29].[CH3:30][O-:31].[Na+:32].[OH:1][CH:2]([CH2:3][NH:4][c:5]1[cH:6][cH:7][c:8]2[cH:9][c:10](-[c:16]3[c:17]([C:22]([F:23])([F:24])[F:25])[cH:18][cH:19][cH:20][cH:21]3)[nH:11][c:12](=[O:15])[c:13]2[cH:14]1)[CH2:26][OH:27]>>[O:1]1[CH:2]([CH2:26][OH:27])[CH2:3][N:4]([c:5]2[cH:6][cH:7][c:8]3[cH:9][c:10](-[c:16]4[c:17]([C:22]([F:23])([F:24])[F:25])[cH:18][cH:19][cH:20][cH:21]4)[nH:11][c:12](=[O:15])[c:13]3[cH:14]2)[C:28]1=[O:29]. Starting materials: BrC1=C(C(=C(C(=C1O)Br)Br)C(C)(C)C1=CC=C(C=C1)O)Br (tetrabromobisphenol-A), Br(=O)(=O)[O-].[Na+] (sodium bromate), Br (hydrobromic acid), BrBr (bromine), [Br-].[Na+].Br (sodium bromide hydrobromic acid). Product: OC1=CC=C(C=C1)C(C)(C)C1=CC=C(C=C1)O (bisphenol-A). As a reaction SMILES: Br[C:2]1[C:7]([OH:8])=[C:6](Br)[C:5](Br)=[C:4]([C:11]([C:14]2[CH:19]=[CH:18][C:17]([OH:20])=[CH:16][CH:15]=2)([CH3:13])[CH3:12])[C:3]=1Br.BrBr.[Br-].[Na+].Br.Br([O-])(=O)=O.[Na+].Br>>[OH:8][C:7]1[CH:6]=[CH:5][C:4]([C:11]([C:14]2[CH:15]=[CH:16][C:17]([OH:20])=[CH:18][CH:19]=2)([CH3:13])[CH3:12])=[CH:3][CH:2]=1 |f:2.3.4,5.6|. Reported procedure: A highly pure and colorless tetrabromobisphenol-A (TBBPA) possessing melting point in the range of 178-182° C. is prepared in yields of 50-70% in first batch and 90-100% when the spent organic layer is recycled. In this method, the corrosive liquid bromine is displaced by sodium bromide/hydrobromic acid as brominating agent. Further, sodium bromate is used as an oxidizing as well as brominating agent to utilize the hydrobromic acid that is produced during the bromination of bisphenol-A (BPA). Th... Reactants: C(=O)(OC(C)(C)C)N(C1CCC(CC1)NCC=1C=C(C=CC1OC)B(O)O)C (3-{[4-(BOC-methyl-amino)-cyclohexylamino]-methyl}-4-methoxy-benzene boronic acid), BrC=1C=CC(=NC1)C (5-bromo-2-methylpyridine). The product is C(C)(C)(C)OC(N(C)C1CCC(CC1)NCC1=C(C=CC(=C1)C=1C=NC(=CC1)C)OC)=O ({4-[2-Methoxy-5-(6-methyl-pyridin-3-yl)-benzylamino]-cyclohexyl}-methyl-carbamic acid tert-butyl ester). As a reaction SMILES: [C:1]([N:8]([CH3:28])[CH:9]1[CH2:14][CH2:13][CH:12]([NH:15][CH2:16][C:17]2[CH:18]=[C:19](B(O)O)[CH:20]=[CH:21][C:22]=2[O:23][CH3:24])[CH2:11][CH2:10]1)([O:3][C:4]([CH3:7])([CH3:6])[CH3:5])=[O:2].Br[C:30]1[CH:31]=[CH:32][C:33]([CH3:36])=[N:34][CH:35]=1>>[C:4]([O:3][C:1](=[O:2])[N:8]([CH:9]1[CH2:14][CH2:13][CH:12]([NH:15][CH2:16][C:17]2[CH:18]=[C:19]([C:30]3[CH:35]=[N:34][C:33]([CH3:36])=[CH:32][CH:31]=3)[CH:20]=[CH:21][C:22]=2[O:23][CH3:24])[CH2:11][CH2:10]1)[CH3:28])([CH3:7])([CH3:6])[CH3:5]. Reported procedure: The title compound was prepared from boronic acid 4 (400 mg, 1.05 mmol) and 5-bromo-2-methylpyridine (181 mg, 1.05 mmol) in accordance with Method B.